This data is from the Open Reaction Database (ORD), a public repository of structured organic reaction records. The task is: describe an organic reaction: reactants, conditions, products, and yield Reactants: CO, [K], NN, O=C(O)c1cc(S(=O)(=O)O)cc(O)c1O. Yields the product NNC(=O)c1cc(S(=O)(=O)O)cc(O)c1O. As a reaction SMILES: [CH3:19][OH:20].[K:16].[NH2:17][NH2:18].[OH:1][c:2]1[c:3]([C:4](=[O:5])[OH:6])[cH:7][c:8]([S:12](=[O:13])(=[O:14])[OH:15])[cH:9][c:10]1[OH:11]>>[OH:1][c:2]1[c:3]([C:4](=[O:5])[NH:17][NH2:18])[cH:7][c:8]([S:12](=[O:13])(=[O:14])[OH:15])[cH:9][c:10]1[OH:11].